Task: describe an organic reaction: reactants, conditions, products, and yield. Dataset: the Open Reaction Database (ORD), a public repository of structured organic reaction records Reactants: BrCCBr, FC(F)c1ccc(Br)cc1, [Cl-], CC(=O)OCC1OC(n2cc(C=O)c3c(F)cccc32)C(OC(C)=O)C(OC(C)=O)C1OC(C)=O, [Mg], [NH4+], C1CCOC1. The product is CC(=O)OCC1OC(n2cc(C(O)c3ccc(C(F)F)cc3)c3c(F)cccc32)C(OC(C)=O)C(OC(C)=O)C1OC(C)=O. Reaction SMILES: [Br:12][CH2:13][CH2:14][Br:15].[Br:2][c:3]1[cH:4][cH:5][c:6]([CH:9]([F:10])[F:11])[cH:7][cH:8]1.[Cl-:51].[F:16][c:17]1[c:18]2[c:19]([CH:49]=[O:50])[cH:20][n:21]([CH:26]3[CH:27]([O:28][C:29]([CH3:30])=[O:31])[CH:32]([O:33][C:34]([CH3:35])=[O:36])[CH:37]([O:38][C:39]([CH3:40])=[O:41])[CH:42]([CH2:44][O:45][C:46]([CH3:47])=[O:48])[O:43]3)[c:22]2[cH:23][cH:24][cH:25]1.[Mg:1].[NH4+:52].[O:53]1[CH2:54][CH2:55][CH2:56][CH2:57]1>>[c:3]1([CH:49]([c:19]2[c:18]3[c:17]([F:16])[cH:25][cH:24][cH:23][c:22]3[n:21]([CH:26]3[CH:27]([O:28][C:29]([CH3:30])=[O:31])[CH:32]([O:33][C:34]([CH3:35])=[O:36])[CH:37]([O:38][C:39]([CH3:40])=[O:41])[CH:42]([CH2:44][O:45][C:46]([CH3:47])=[O:48])[O:43]3)[cH:20]2)[OH:50])[cH:4][cH:5][c:6]([CH:9]([F:10])[F:11])[cH:7][cH:8]1. Reported procedure: Following the procedure of example 17, the title compound was prepared from 2-mercaptoimidazole and the bromoketone of step 3, example 1. 1H NMR (CDCl3): δ3.03 (s, 3H), 7.33 (d, 2H, J=3.5 Hz), 7.4-7.5 (m, 7H), 7.81 (d, 2H, J=8.4 Hz). Yields the product CS(=O)(=O)C1=CC=C(C=C1)C1=C(N2C(S1)=NC=C2)C2=CC=CC=C2 (2-(4-(methylsulfonyl)phenyl)-3-phenylimidazo[2,1-b]thiazole). RXN SMILES: [SH:1][C:2]1[NH:3][CH:4]=[CH:5][N:6]=1.[C:7]1([C:13](=O)[CH:14](Br)[C:15]2[CH:20]=[CH:19][C:18]([S:21]([CH3:24])(=[O:23])=[O:22])=[CH:17][CH:16]=2)[CH:12]=[CH:11][CH:10]=[CH:9][CH:8]=1>>[CH3:24][S:21]([C:18]1[CH:19]=[CH:20][C:15]([C:14]2[S:1][C:2]3=[N:6][CH:5]=[CH:4][N:3]3[C:13]=2[C:7]2[CH:12]=[CH:11][CH:10]=[CH:9][CH:8]=2)=[CH:16][CH:17]=1)(=[O:22])=[O:23]. The reactants are SC=1NC=CN1 (2-mercaptoimidazole), C1(=CC=CC=C1)C(C(C1=CC=C(C=C1)S(=O)(=O)C)Br)=O (1-Phenyl-2-bromo-2- (4-(methylsulfonyl)phenyl)ethanone). The reactants are C(C)OC(CSC1=NC=NC(=C1)Cl)=O ((6-chloro-4-pyrimidinylthio)acetic acid ethyl ester), ClC1=CC=C(CN)C=C1 (p-chlorobenzylamine), C([O-])([O-])=O.[Na+].[Na+] (sodium carbonate). The solvent is C(C)O (ethanol). Yields the product C(C)OC(CSC1=NC=NC(=C1)NCC1=CC=C(C=C1)Cl)=O ([6-(p-Chlorobenzylamino)-4-pyrimidinylthio]acetic acid ethyl ester). Reaction SMILES: [CH2:1]([O:3][C:4](=[O:14])[CH2:5][S:6][C:7]1[CH:12]=[C:11](Cl)[N:10]=[CH:9][N:8]=1)[CH3:2].[Cl:15][C:16]1[CH:23]=[CH:22][C:19]([CH2:20][NH2:21])=[CH:18][CH:17]=1.C(=O)([O-])[O-].[Na+].[Na+]>C(O)C>[CH2:1]([O:3][C:4](=[O:14])[CH2:5][S:6][C:7]1[CH:12]=[C:11]([NH:21][CH2:20][C:19]2[CH:22]=[CH:23][C:16]([Cl:15])=[CH:17][CH:18]=2)[N:10]=[CH:9][N:8]=1)[CH3:2] |f:2.3.4|. Reported procedure: A mixture of the residual oil [(6-chloro-4-pyrimidinylthio)acetic acid ethyl ester], 5.6 g. of p-chlorobenzylamine and 4.26 g. of sodium carbonate in 150 ml. of ethanol was heated under reflux for 5 hours. The mixture was filtered and was cooled. The precipitate thus formed was collected and recrystallized from ethanol to afford 5.2 g. of product, m.p. 116°-120°C.